From a dataset of the Open Reaction Database (ORD), a public repository of structured organic reaction records. describe an organic reaction: reactants, conditions, products, and yield The reactants are CN(C)C=O, [H-], CI, O=C1Nc2ccccc2C12COc1cc3c(cc12)CCO3, [Na+]. Product: CN1C(=O)C2(COc3cc4c(cc32)CCO4)c2ccccc21. As a reaction SMILES: [CH3:26][N:27]([CH3:28])[CH:29]=[O:30].[H-:22].[I:24][CH3:25].[NH:1]1[C:2](=[O:21])[C:3]2([c:4]3[c:5]([cH:8][c:9]4[c:13]([cH:14]3)[CH2:12][CH2:11][O:10]4)[O:6][CH2:7]2)[c:15]2[cH:16][cH:17][cH:18][cH:19][c:20]21.[Na+:23]>>[N:1]1([CH3:25])[C:2](=[O:21])[C:3]2([c:4]3[c:5]([cH:8][c:9]4[c:13]([cH:14]3)[CH2:12][CH2:11][O:10]4)[O:6][CH2:7]2)[c:15]2[cH:16][cH:17][cH:18][cH:19][c:20]21. Solvent: C(C)O (ethanol). As a reaction SMILES: [N+:1]([C:4]1[CH:5]=[C:6]([CH:14]=[CH:15][CH:16]=1)[CH2:7][N:8]1[CH2:13][CH2:12][O:11][CH2:10][CH2:9]1)([O-])=O.[H][H]>C(O)C.[Pd]>[N:8]1([CH2:7][C:6]2[CH:5]=[C:4]([NH2:1])[CH:16]=[CH:15][CH:14]=2)[CH2:13][CH2:12][O:11][CH2:10][CH2:9]1. Reactants: [N+](=O)([O-])C=1C=C(CN2CCOCC2)C=CC1 (4-(3-nitrobenzyl)morpholine), [H][H] (hydrogen). Yields the product N1(CCOCC1)CC=1C=C(C=CC1)N (3-Morpholin-4-ylmethylphenylamine). Reaction conditions: time 2 hour. Yield: 80.9%. Reported procedure: A stirred solution of 4-(3-nitrobenzyl)morpholine (1.0 g, Reference Example 33) in ethanol (25 mL) was treated with 5% Pd/C (15 mg), then placed under a blanket of hydrogen. After stirring at room temperature for a further 2 hours the reaction mixture was filtered through celite and then evaporated. The residue was subjected to column chromatography on silica eluting with ethyl acetate to give the title compound (700 mg) as a light brown oil, Rf 0.08 (ethyl acetate). 1H NMR [(CDCl3]: δ 7.09 (t, ... The reagents and catalysts are [Pd] (Pd/C). Starting materials: material ( 17(c) ), COC([C@H](CCS(=O)(=O)C)NC(C1=CC(=CC=C1)S(=O)(=O)Cl)=O)=O ((2S)-2-(3-chlorosulfonyl-benzoylamino)-4-methylsulfonyl-butyric acid methyl ester), ClC=1C=C(CN)C=CC1Cl (3,4-Dichlorobenzylamine), ClS(=O)(=O)C=1C=C(C(=O)Cl)C=CC1 (3-Chlorosulphonylbenzoyl chloride). The product is ClC=1C=C(CNC(=O)C=2C=C(C=CC2)S(=O)(=O)Cl)C=CC1Cl (3-(3,4-dichloro-benzylcarbamoyl)-benzene-sulfonyl-chloride). Yield: 28.0%. Reaction SMILES: [Cl:1][C:2]1[CH:3]=[C:4]([CH:7]=[CH:8][C:9]=1[Cl:10])[CH2:5][NH2:6].[Cl:11][S:12]([C:15]1[CH:16]=[C:17]([CH:21]=[CH:22][CH:23]=1)[C:18](Cl)=[O:19])(=[O:14])=[O:13].COC(=O)[C@@H](NC(=O)C1C=CC=C(S(Cl)(=O)=O)C=1)CCS(C)(=O)=O>>[Cl:1][C:2]1[CH:3]=[C:4]([CH:7]=[CH:8][C:9]=1[Cl:10])[CH2:5][NH:6][C:18]([C:17]1[CH:16]=[C:15]([S:12]([Cl:11])(=[O:14])=[O:13])[CH:23]=[CH:22][CH:21]=1)=[O:19]. Procedure details: Starting material (17(c)) was prepared as follows. 3,4-Dichlorobenzylamine was coupled with 3-Chlorosulphonylbenzoyl chloride (analogously as for compound (15(a)) in Example 15) to give 3-(3,4-dichloro-benzylcarbamoyl)-benzene-sulfonyl-chloride (17(a)) in 28% yield. Reactants: CC(C(=O)C=1C(=C(N2C=CC(=CC12)O)C(=O)C1=CC=CC=C1)CC(C(=O)OCC)(C)C)(C)C (ethyl 3-[1-(2,2-dimethylpropanoyl)-7-hydroxy-3-(phenylcarbonyl)indolizin-2-yl]-2,2-dimethylpropanoate), ClC1=CC=C(C=C1)C(=O)C1=C(C(=C2C=C(C=CN12)O)C(C(C)(C)C)=O)CC(C(=O)OCC)(C)C (ethyl 3-{3-[(4-chlorophenyl)carbonyl]-1-(2,2-dimethylpropanoyl)-7-hydroxyindolizin-2-yl}-2,2-dimethylpropanoate), Cl.ClCC1=NC2=CC=CC=C2C=C1 (2-(chloromethyl)quinoline-HCl), C([O-])([O-])=O.[K+].[K+] (potassium carbonate). The solvent is CN(C)C=O (DMF). Conditions: temperature 23 celsius, time 24 hour. Product: ClC1=CC=C(C=C1)C(=O)C1=C(C(=C2C=C(C=CN12)OCC1=NC2=CC=CC=C2C=C1)C(C(C)(C)C)=O)CC(C(=O)OCC)(C)C (ethyl 3-{3-[(4-chlorophenyl)carbonyl]-1-(2,2-dimethylpropanoyl)-7-(quinolin-2-ylmethoxy)indolizin-2-yl}-2,2-dimethylpropanoate). As a reaction SMILES: CC(C)(C)C(C1C(CC(C)(C)C(OCC)=O)=C(C(C2C=CC=CC=2)=O)N2C=1C=C(O)C=C2)=O.[Cl:34][C:35]1[CH:40]=[CH:39][C:38]([C:41]([C:43]2[N:51]3[C:46]([CH:47]=[C:48]([OH:52])[CH:49]=[CH:50]3)=[C:45]([C:53](=[O:58])[C:54]([CH3:57])([CH3:56])[CH3:55])[C:44]=2[CH2:59][C:60]([CH3:67])([CH3:66])[C:61]([O:63][CH2:64][CH3:65])=[O:62])=[O:42])=[CH:37][CH:36]=1.Cl.Cl[CH2:70][C:71]1[CH:80]=[CH:79][C:78]2[C:73](=[CH:74][CH:75]=[CH:76][CH:77]=2)[N:72]=1.C(=O)([O-])[O-].[K+].[K+]>CN(C=O)C>[Cl:34][C:35]1[CH:36]=[CH:37][C:38]([C:41]([C:43]2[N:51]3[C:46]([CH:47]=[C:48]([O:52][CH2:70][C:71]4[CH:80]=[CH:79][C:78]5[C:73](=[CH:74][CH:75]=[CH:76][CH:77]=5)[N:72]=4)[CH:49]=[CH:50]3)=[C:45]([C:53](=[O:58])[C:54]([CH3:56])([CH3:57])[CH3:55])[C:44]=2[CH2:59][C:60]([CH3:66])([CH3:67])[C:61]([O:63][CH2:64][CH3:65])=[O:62])=[O:42])=[CH:39][CH:40]=1 |f:2.3,4.5.6|. Procedure: To a stirred solution of ethyl 3-[7-(benzyloxy)-3-[(4-chlorophenyl)carbonyl]-1-(2,2-dimethylpropanoyl)indolizin-2-yl]-2,2-dimethylpropanoate (3.50 g, 6.10 mmol) in EtOH (50 mL) is added 10% Pd/C (480 mg). The suspension is stirred under an atmosphere of hydrogen for 1.5 h then filtered through a pad of diatomaceous earth and washed with EtOH. The filtrate is concentrated in vacuo to give ethyl 3-{3-[(4-chlorophenyl)carbonyl]-1-(2,2-dimethylpropanoyl)-7-hydroxyindolizin-2-yl}-2,2-dimethylpropanoa... The reactants are ClC=1N=C(C2=C(N1)SC(=C2)CN2CCN(CC2)C(=O)OC(C)(C)C)N2CCOCC2 (Tert-butyl 4-((2-chloro-4-morpholinothieno[2,3-d]pyrimidin-6 yl)methyl)piperazine-1-carboxylate), CC1(OB(OC1(C)C)C=1C=NC(=NC1)N)C (5-(4,4,5,5-tetramethyl-1,3,2-dioxaborolan-2-yl)pyrimidin-2-amine). Product: NC1=NC=C(C=N1)C=1N=C(C2=C(N1)SC(=C2)CN2CCN(CC2)C(=O)OC(C)(C)C)N2CCOCC2 (tert-butyl 4-((2-(2-aminopyrimidin-5-yl)-4-morpholinothieno[2,3-d]pyrimidin-6-yl)methyl)piperazine-1-carboxylate). The yield is 95.1%. RXN SMILES: Cl[C:2]1[N:3]=[C:4]([N:25]2[CH2:30][CH2:29][O:28][CH2:27][CH2:26]2)[C:5]2[CH:10]=[C:9]([CH2:11][N:12]3[CH2:17][CH2:16][N:15]([C:18]([O:20][C:21]([CH3:24])([CH3:23])[CH3:22])=[O:19])[CH2:14][CH2:13]3)[S:8][C:6]=2[N:7]=1.CC1(C)C(C)(C)OB([C:39]2[CH:40]=[N:41][C:42]([NH2:45])=[N:43][CH:44]=2)O1>>[NH2:45][C:42]1[N:43]=[CH:44][C:39]([C:2]2[N:3]=[C:4]([N:25]3[CH2:30][CH2:29][O:28][CH2:27][CH2:26]3)[C:5]3[CH:10]=[C:9]([CH2:11][N:12]4[CH2:17][CH2:16][N:15]([C:18]([O:20][C:21]([CH3:24])([CH3:23])[CH3:22])=[O:19])[CH2:14][CH2:13]4)[S:8][C:6]=3[N:7]=2)=[CH:40][N:41]=1. Reported procedure: Tert-butyl 4-((2-chloro-4-morpholinothieno[2,3-d]pyrimidin-6 yl)methyl)piperazine-1-carboxylate (4.08 gm) was reacted with 2.79 g 5-(4,4,5,5-tetramethyl-1,3,2-dioxaborolan-2-yl)pyrimidin-2-amine via General Procedure A to yield 4.38 g tert-butyl 4-((2-(2-aminopyrimidin-5-yl)-4-morpholinothieno[2,3-d]pyrimidin-6-yl)methyl)piperazine-1-carboxylate. 150 mg of this crude intermediate was subjected to General Procedure D and subsequently reacted with 84 mg D-lactic Acid via General Procedure B to giv... Reactants: CC(=O)Cl, O=C(c1ccccc1)c1ccc(O)cc1, c1ccncc1. The product is CC(=O)Oc1ccc(C(=O)c2ccccc2)cc1. RXN SMILES: [CH3:16][C:17]([Cl:18])=[O:19].[OH:1][c:2]1[cH:3][cH:4][c:5]([C:6](=[O:7])[c:8]2[cH:9][cH:10][cH:11][cH:12][cH:13]2)[cH:14][cH:15]1.[cH:20]1[cH:21][cH:22][n:23][cH:24][cH:25]1>>[O:1]([c:2]1[cH:3][cH:4][c:5]([C:6](=[O:7])[c:8]2[cH:9][cH:10][cH:11][cH:12][cH:13]2)[cH:14][cH:15]1)[C:17]([CH3:16])=[O:19]. The reactants are BrC=1C=CC(=NC1)[N+](=O)[O-] (5-bromo-2-nitropyridine), CC1(C2=C(C(=CC=C2)P(C3=CC=CC=C3)C4=CC=CC=C4)OC5=C(C=CC=C51)P(C6=CC=CC=C6)C7=CC=CC=C7)C (XantPhos), Cl.CC1(CNC1)O (3-methylazetidin-3-ol hydrochloride), C(=O)([O-])[O-].[Cs+].[Cs+] (Cs2CO3). The reagents and catalysts are C=1C=CC(=CC1)/C=C/C(=O)/C=C/C2=CC=CC=C2.C=1C=CC(=CC1)/C=C/C(=O)/C=C/C2=CC=CC=C2.C=1C=CC(=CC1)/C=C/C(=O)/C=C/C2=CC=CC=C2.[Pd].[Pd] (Pd2 dba3). Run in O1CCOCC1 (1,4-dioxane). Product: CC1(CN(C1)C=1C=NC(=CC1)[N+](=O)[O-])O (3-Methyl-1-(6-nitropyridin-3-yl)azetidin-3-ol). Yield: 73.3%. As a reaction SMILES: Br[C:2]1[CH:3]=[CH:4][C:5]([N+:8]([O-:10])=[O:9])=[N:6][CH:7]=1.CC1(C)C2C(=C(P(C3C=CC=CC=3)C3C=CC=CC=3)C=CC=2)OC2C(P(C3C=CC=CC=3)C3C=CC=CC=3)=CC=CC1=2.Cl.[CH3:54][C:55]1([OH:59])[CH2:58][NH:57][CH2:56]1.C([O-])([O-])=O.[Cs+].[Cs+]>O1CCOCC1.C1C=CC(/C=C/C(/C=C/C2C=CC=CC=2)=O)=CC=1.C1C=CC(/C=C/C(/C=C/C2C=CC=CC=2)=O)=CC=1.C1C=CC(/C=C/C(/C=C/C2C=CC=CC=2)=O)=CC=1.[Pd].[Pd]>[CH3:54][C:55]1([OH:59])[CH2:58][N:57]([C:2]2[CH:7]=[N:6][C:5]([N+:8]([O-:10])=[O:9])=[CH:4][CH:3]=2)[CH2:56]1 |f:2.3,4.5.6,8.9.10.11.12|. Procedure: A mixture of 5-bromo-2-nitropyridine (3.28 g, 16.3 mmol), XantPhos (1.13 g, 1.96 mmol), Pd2 dba3 (1.19 g, 1.30 mmol), 3-methylazetidin-3-ol hydrochloride (2 g, 16.3 mmol) and Cs2CO3 (15.9 g. 48.9 mmol) in 1,4-dioxane (70 mL) was heated at reflux for 2 h. After the completion of the reaction, the mixture was filtered off, and washed with MeOH (100 mL). The filtrate was evaporated in vacuo and the residue was purified on reverse phase Combi-flash to give 207a (2.5 g, 71%). MS: [M+H]+ 210.